This data is from the Open Reaction Database (ORD), a public repository of structured organic reaction records. The task is: describe an organic reaction: reactants, conditions, products, and yield Starting materials: fumarate salt, FC1=CC=C(C=C1)OC1=CC=C(C=N1)C(=O)N(C1=CC=C(C=C1)CN1C[C@@H](NCC1)C)C (6-[(4-Fluorophenyl)oxy]-N-methyl-N-(4-{[(3S)-3-methyl-1-piperazinyl]methyl}phenyl)-3-pyridinecarboxamide), free base, C(\C=C\C(=O)O)(=O)O (fumaric acid). The solvent is CCOC(=O)C (EtOAc), CCOC(=O)C (EtOAc), CCOC(=O)C (EtOAc), CCOC(=O)C (EtOAc). Run at time 5 minute. Yields the product C(\C=C\C(=O)O)(=O)O.FC1=CC=C(C=C1)OC1=CC=C(C=N1)C(=O)N(C1=CC=C(C=C1)CN1C[C@@H](NCC1)C)C (6-[(4-Fluorophenyl)oxy]-N-methyl-N-(4-{[(3S)-3-methyl-1-piperazinyl]methyl}phenyl)-3-pyridinecarboxamide fumarate). Reaction SMILES: [F:1][C:2]1[CH:7]=[CH:6][C:5]([O:8][C:9]2[N:14]=[CH:13][C:12]([C:15]([N:17]([CH3:32])[C:18]3[CH:23]=[CH:22][C:21]([CH2:24][N:25]4[CH2:30][CH2:29][NH:28][C@@H:27]([CH3:31])[CH2:26]4)=[CH:20][CH:19]=3)=[O:16])=[CH:11][CH:10]=2)=[CH:4][CH:3]=1.[C:33]([OH:40])(=[O:39])/[CH:34]=[CH:35]/[C:36]([OH:38])=[O:37]>CCOC(C)=O>[C:33]([OH:40])(=[O:39])/[CH:34]=[CH:35]/[C:36]([OH:38])=[O:37].[F:1][C:2]1[CH:7]=[CH:6][C:5]([O:8][C:9]2[N:14]=[CH:13][C:12]([C:15]([N:17]([CH3:32])[C:18]3[CH:23]=[CH:22][C:21]([CH2:24][N:25]4[CH2:30][CH2:29][NH:28][C@@H:27]([CH3:31])[CH2:26]4)=[CH:20][CH:19]=3)=[O:16])=[CH:11][CH:10]=2)=[CH:4][CH:3]=1 |f:3.4|. Procedure details: A mixture of E2 free base (201.9 mg) and fumaric acid (53.9 mg) in EtOAc (2 mL) was stirred at room temperature. After 5 minutes, a milky gelatinous precipitate started to form so further EtOAc (2 mL) was added together with seed crystals of the previously obtained fumarate salt from Method 2. After 1 h, the precipitate became very thick and gelatinous so further EtOAc (2 ml) and seed crystals were added. The mixture was stirred at room temperature for 0.5 h, then warmed to 40° C. for 0.5 h. Fur... Reported procedure: The methyl 6-methylanthranilate so prepared (4.23 g, 0.026 mol) was dissolved in 25 ml of acetic acid and the solution cooled to 0° C. Concentrated hydrochloric acid (45 ml) was added to produce a tan slurry. A solution of 1.89 g (0.027 mol) of sodium nitrite in 8 ml water was added dropwise with stirring, the resulting orange solution was stirred at 0° C. for 1 hour and then added in 6 portions to a mixture of 2.18 g (0.013 mol) of cuptic chloride dihydrate and sulfur dioxide (6.3 g) in 33 ml o... Solvent: C(C)(=O)O (acetic acid), O (water), O (water), C(C)(=O)O (acetic acid). Product: ClS(=O)(=O)C1=C(C(=O)OC)C(=CC=C1)C (methyl 2-chlorosulfonyl-6-methylbenzoate). Run at temperature 0 celsius. RXN SMILES: [CH3:1][C:2]1[CH:3]=[CH:4][CH:5]=[C:6](N)[C:7]=1[C:8]([O:10][CH3:11])=[O:9].[ClH:13].N([O-])=O.[Na+].O.O.[Cl-].[S:21](=[O:23])=[O:22]>C(O)(=O)C.O>[Cl:13][S:21]([C:6]1[CH:5]=[CH:4][CH:3]=[C:2]([CH3:1])[C:7]=1[C:8]([O:10][CH3:11])=[O:9])(=[O:23])=[O:22] |f:2.3,4.5.6|. The reactants are CC=1C=CC=C(C1C(=O)OC)N (methyl 6-methylanthranilate), O.O.[Cl-] (chloride dihydrate), S(=O)=O (sulfur dioxide), N(=O)[O-].[Na+] (sodium nitrite), Cl (hydrochloric acid), ice water. Reactants: C1(CCN2C1=CC=1C=CC=CC21)=O (2,3-dihydro-1H-pyrrolo[1,2-a]indol-1-one), Cl.NO (hydroxylamine hydrochloride), N1=CC=CC=C1 (pyridine). Run in O (H2O), CCO (EtOH). Reaction conditions: temperature 80 celsius. The product is N(O)=C1CCN2C1=CC=1C=CC=CC21 (2,3-Dihydro-1-oximino-1H-pyrrolo[1,2-a]indole). As a reaction SMILES: [C:1]1(=O)[C:5]2=[CH:6][C:7]3[CH:8]=[CH:9][CH:10]=[CH:11][C:12]=3[N:4]2[CH2:3][CH2:2]1.Cl.[NH2:15][OH:16].N1C=CC=CC=1>CCO.O>[N:15](=[C:1]1[C:5]2=[CH:6][C:7]3[CH:8]=[CH:9][CH:10]=[CH:11][C:12]=3[N:4]2[CH2:3][CH2:2]1)[OH:16] |f:1.2|. Reported procedure: To a mixture of 2,3-dihydro-1H-pyrrolo[1,2-a]indol-1-one (J. Med. Chem. 1965, 8, 700-2) (2.43 g, 14.2 mmol) and hydroxylamine hydrochloride (2.96 g, 42.6 mmol) in EtOH (60 mL) there was added pyridine (6 mL) and the mixture was heated at 80° C. for 10 minutes. After cooling to room temperature (r.t.), the mixture was diluted with H2O (150 mL) and filtered to afford the oxime as a fluffy white solid, m.p.>220° C. The reactants are O=[N+]([O-])c1c(F)cc(F)cc1OCc1ccccc1, CCOC(C)=O. Yields the product Nc1c(F)cc(F)cc1OCc1ccccc1. As a reaction SMILES: [CH2:1]([c:2]1[cH:3][cH:4][cH:5][cH:6][cH:7]1)[O:8][c:9]1[c:10]([N+:17]([O-:18])=[O:19])[c:11]([F:16])[cH:12][c:13]([F:15])[cH:14]1.[CH3:20][CH2:21][O:22][C:23]([CH3:24])=[O:25]>>[CH2:1]([c:2]1[cH:3][cH:4][cH:5][cH:6][cH:7]1)[O:8][c:9]1[c:10]([NH2:17])[c:11]([F:16])[cH:12][c:13]([F:15])[cH:14]1. Starting materials: FC1=CC=C(C=C1)NC(=S)N (4-fluorophenylthiourea), ClCC(=O)CCl (1,3-dichloroacetone), NC1=NC(=C(C(=C1C#N)C1=CC=C(C=C1)OCC(C)O[Si](C)(C)C(C)(C)C)C#N)S (2-Amino-4-[4-(2-{[tert-butyl(dimethyl)silyl]oxy}propoxy)phenyl]-6-mercaptopyridine-3,5-dicarbonitrile). The solvent is CN(C)C=O (DMF). Run at time 20 hour. Yields the product NC1=NC(=C(C(=C1C#N)C1=CC=C(C=C1)OCC(C)O[Si](C)(C)C(C)(C)C)C#N)SCC=1N=C(SC1)NC1=CC=C(C=C1)F (2-Amino-4-[4-(2-{[tert-butyl(dimethyl)silyl]oxy}propoxy)phenyl]-6-[({2-[(4-fluorophenyl)amino]-1,3-thiazol-4-yl}methyl)thio]pyridine-3,5-dicarbonitrile). Reaction SMILES: [F:1][C:2]1[CH:7]=[CH:6][C:5]([NH:8][C:9]([NH2:11])=[S:10])=[CH:4][CH:3]=1.Cl[CH2:13][C:14]([CH2:16]Cl)=O.[NH2:18][C:19]1[C:24]([C:25]#[N:26])=[C:23]([C:27]2[CH:32]=[CH:31][C:30]([O:33][CH2:34][CH:35]([O:37][Si:38]([C:41]([CH3:44])([CH3:43])[CH3:42])([CH3:40])[CH3:39])[CH3:36])=[CH:29][CH:28]=2)[C:22]([C:45]#[N:46])=[C:21]([SH:47])[N:20]=1>CN(C=O)C>[NH2:18][C:19]1[C:24]([C:25]#[N:26])=[C:23]([C:27]2[CH:28]=[CH:29][C:30]([O:33][CH2:34][CH:35]([O:37][Si:38]([C:41]([CH3:42])([CH3:43])[CH3:44])([CH3:39])[CH3:40])[CH3:36])=[CH:31][CH:32]=2)[C:22]([C:45]#[N:46])=[C:21]([S:47][CH2:16][C:14]2[N:11]=[C:9]([NH:8][C:5]3[CH:4]=[CH:3][C:2]([F:1])=[CH:7][CH:6]=3)[S:10][CH:13]=2)[N:20]=1. Reported procedure: A solution of 78.6 mg (0.46 mmol) of 4-fluorophenylthiourea and 56.0 mg (0.44 mmol) of 1,3-dichloroacetone in 2 ml of dry DMF is stirred at +80° C. for 3 h. After cooling to RT, 370 mg (0.42 mmol) of the compound from Example 42A are added, and the mixture is then stirred at RT for 20 h. The reaction mixture is purified directly by two preparative HPLCs (column: YMC GEL ODS-AQ S-5/15 μm; mobile phase gradient: acetonitrile/water 10:90→95:5). The reactants are BrCc1ccccc1Br, COc1ccccc1COCCCOc1ccc(C2CCN(C(=O)OCc3ccccc3)CC2O)cc1. Yields the product COc1ccccc1COCCCOc1ccc(C2CCN(C(=O)OCc3ccccc3)CC2OCc2ccccc2Br)cc1. RXN SMILES: [Br:38][c:39]1[c:40]([CH2:41][Br:42])[cH:43][cH:44][cH:45][cH:46]1.[OH:1][CH:2]1[CH2:3][N:4]([C:28](=[O:29])[O:30][CH2:31][c:32]2[cH:33][cH:34][cH:35][cH:36][cH:37]2)[CH2:5][CH2:6][CH:7]1[c:8]1[cH:9][cH:10][c:11]([O:14][CH2:15][CH2:16][CH2:17][O:18][CH2:19][c:20]2[c:21]([O:26][CH3:27])[cH:22][cH:23][cH:24][cH:25]2)[cH:12][cH:13]1>>[O:1]([CH:2]1[CH2:3][N:4]([C:28](=[O:29])[O:30][CH2:31][c:32]2[cH:33][cH:34][cH:35][cH:36][cH:37]2)[CH2:5][CH2:6][CH:7]1[c:8]1[cH:9][cH:10][c:11]([O:14][CH2:15][CH2:16][CH2:17][O:18][CH2:19][c:20]2[c:21]([O:26][CH3:27])[cH:22][cH:23][cH:24][cH:25]2)[cH:12][cH:13]1)[CH2:41][c:40]1[c:39]([Br:38])[cH:46][cH:45][cH:44][cH:43]1.